This data is from the Open Reaction Database (ORD), a public repository of structured organic reaction records. The task is: describe an organic reaction: reactants, conditions, products, and yield The reactants are N1N=CC(=C1)C1=CC=2N(N=C1)C(=CN2)C=2C=C(C=CC2)NC(=O)NCC(F)(F)F (N-{3-[7-(1H-pyrazol-4-yl)imidazo[1,2-b]pyridazin-3-yl]phenyl}-N′-(2,2,2-trifluoroethyl)urea), C1(CC1)/C=C/C#N ((2E)-3-cyclopropylacrylonitrile). The product is C(#N)CC(C1CC1)N1N=CC(=C1)C1=CC=2N(N=C1)C(=CN2)C=2C=C(C=CC2)NC(=O)NCC(F)(F)F (N-(3-{7-[1-(2-Cyano-1-cyclopropylethyl)-1H-pyrazol-4-yl]imidazo[1,2-b]pyridazin-3-yl}phenyl)-N′-(2,2,2-trifluoroethyl)urea). Reaction SMILES: [NH:1]1[CH:5]=[C:4]([C:6]2[CH:11]=[N:10][N:9]3[C:12]([C:15]4[CH:16]=[C:17]([NH:21][C:22]([NH:24][CH2:25][C:26]([F:29])([F:28])[F:27])=[O:23])[CH:18]=[CH:19][CH:20]=4)=[CH:13][N:14]=[C:8]3[CH:7]=2)[CH:3]=[N:2]1.[CH:30]1(/[CH:33]=[CH:34]/[C:35]#[N:36])[CH2:32][CH2:31]1>>[C:35]([CH2:34][CH:33]([N:1]1[CH:5]=[C:4]([C:6]2[CH:11]=[N:10][N:9]3[C:12]([C:15]4[CH:16]=[C:17]([NH:21][C:22]([NH:24][CH2:25][C:26]([F:28])([F:27])[F:29])=[O:23])[CH:18]=[CH:19][CH:20]=4)=[CH:13][N:14]=[C:8]3[CH:7]=2)[CH:3]=[N:2]1)[CH:30]1[CH2:32][CH2:31]1)#[N:36]. Reported procedure: This compound was prepared by using procedures analogous to those described for the synthesis of Example 89, Step 2 starting from N-{3-[7-(1H-pyrazol-4-yl)imidazo[1,2-b]pyridazin-3-yl]phenyl}-N′-(2,2,2-trifluoroethyl)urea and (2E)-3-cyclopropylacrylonitrile. LCMS (M+H)+: m/z=495.2.